This data is from the Open Reaction Database (ORD), a public repository of structured organic reaction records. The task is: describe an organic reaction: reactants, conditions, products, and yield Reactants: 7a, BrC1=C(SC(=C1)C)C=O (3-bromo-5-methylthiophene-2-carbaldehyde), [Na+].C1(=CC=CC=C1)S(=O)[O-] (phenylsulfinic acid sodium salt). The product is C1(=CC=CC=C1)S(=O)(=O)C1=C(SC(=C1)C)C=O (3-benzenesulfonyl-5-methylthiophene-2-carbaldehyde). Reaction SMILES: Br[C:2]1[CH:6]=[C:5]([CH3:7])[S:4][C:3]=1[CH:8]=[O:9].[Na+].[C:11]1([S:17]([O-:19])=[O:18])[CH:16]=[CH:15][CH:14]=[CH:13][CH:12]=1>>[C:11]1([S:17]([C:2]2[CH:6]=[C:5]([CH3:7])[S:4][C:3]=2[CH:8]=[O:9])(=[O:19])=[O:18])[CH:16]=[CH:15][CH:14]=[CH:13][CH:12]=1 |f:1.2|. Procedure details: The title compound was prepared by the method of Preparation 7a using 3-bromo-5-methylthiophene-2-carbaldehyde and phenylsulfinic acid sodium salt. Reactants: O=C(NCCCc1ccc(CO)cc1)OCc1ccccc1, CCO, [H][H]. The product is NCCCc1ccc(CO)cc1. Reaction SMILES: [CH2:1]([O:2][C:3](=[O:4])[NH:11][CH2:12][CH2:13][CH2:14][c:15]1[cH:16][cH:17][c:18]([CH2:19][OH:20])[cH:21][cH:22]1)[c:5]1[cH:6][cH:7][cH:8][cH:9][cH:10]1.[CH3:25][CH2:26][OH:27].[H:23][H:24]>>[NH2:11][CH2:12][CH2:13][CH2:14][c:15]1[cH:16][cH:17][c:18]([CH2:19][OH:20])[cH:21][cH:22]1. Reactants: CO (methanol), C1(CCCCC1)N1N=C(C=2N=C(NC(C21)=O)C2=C(C=C(C=C2)/C=C/C(=O)OC)OC)C (Methyl (2E)-3-[4-(1-cyclohexyl-3-methyl-7-oxo-6,7-dihydro-1H-pyrazolo[4,3-d]pyrimidin-5-yl)-3-methoxyphenyl]-2-propenate), aqueous solution, [OH-].[Na+] (sodium hydroxide). Solvent: O (water). Run at time 2 hour. The product is C1(CCCCC1)N1N=C(C=2N=C(NC(C21)=O)C2=C(C=C(C=C2)/C=C/C(=O)O)OC)C ((2E)-3-[4-(1-cyclohexyl-3-methyl-7-oxo-6,7-dihydro-1H-pyrazolo[4,3-d]pyrimidin-5-yl)-3-methoxyphenyl]-2-propenic acid). Yield: 89.2%. Reaction SMILES: CO.[CH:3]1([N:9]2[C:17]3[C:16](=[O:18])[NH:15][C:14]([C:19]4[CH:24]=[CH:23][C:22](/[CH:25]=[CH:26]/[C:27]([O:29]C)=[O:28])=[CH:21][C:20]=4[O:31][CH3:32])=[N:13][C:12]=3[C:11]([CH3:33])=[N:10]2)[CH2:8][CH2:7][CH2:6][CH2:5][CH2:4]1.[OH-].[Na+]>O>[CH:3]1([N:9]2[C:17]3[C:16](=[O:18])[NH:15][C:14]([C:19]4[CH:24]=[CH:23][C:22](/[CH:25]=[CH:26]/[C:27]([OH:29])=[O:28])=[CH:21][C:20]=4[O:31][CH3:32])=[N:13][C:12]=3[C:11]([CH3:33])=[N:10]2)[CH2:4][CH2:5][CH2:6][CH2:7][CH2:8]1 |f:2.3|. Procedure: To a 1 ml methanol suspension of 45 mg (0.107 mmol) of the compound obtained in Example 226, 1 ml of a 1M aqueous solution of sodium hydroxide was added, and the mixture was stirred at room temperature for 2 hours. Then, the reaction mixture was diluted with water, and the aqueous layer was washed with ether. The aqueous layer was acidified with a 2M aqueous solution of hydrochloric acid, and precipitated solids were collected by filtration to obtain 39 mg (89%) of the captioned compound.